From a dataset of the Open Reaction Database (ORD), a public repository of structured organic reaction records. describe an organic reaction: reactants, conditions, products, and yield The reactants are Fc1ccc(Br)cc1F, C1CCOC1, COCCC[SiH]1CCC(CCC2CCC(c3ccc(Br)cc3)CC2)CC1, [Mg]. Product: COCCC[SiH]1CCC(CCC2CCC(c3ccc(-c4ccc(F)c(F)c4)cc3)CC2)CC1. Reaction SMILES: [Br:1][c:2]1[cH:3][c:4]([F:9])[c:5]([F:8])[cH:6][cH:7]1.[CH2:37]1[O:38][CH2:39][CH2:40][CH2:41]1.[CH3:11][O:12][CH2:13][CH2:14][CH2:15][SiH:16]1[CH2:17][CH2:18][CH:19]([CH2:22][CH2:23][CH:24]2[CH2:25][CH2:26][CH:27]([c:30]3[cH:31][cH:32][c:33]([Br:36])[cH:34][cH:35]3)[CH2:28][CH2:29]2)[CH2:20][CH2:21]1.[Mg:10]>>[c:2]1(-[c:33]2[cH:32][cH:31][c:30]([CH:27]3[CH2:26][CH2:25][CH:24]([CH2:23][CH2:22][CH:19]4[CH2:18][CH2:17][SiH:16]([CH2:15][CH2:14][CH2:13][O:12][CH3:11])[CH2:21][CH2:20]4)[CH2:29][CH2:28]3)[cH:35][cH:34]2)[cH:3][c:4]([F:9])[c:5]([F:8])[cH:6][cH:7]1.